From a dataset of the Open Reaction Database (ORD), a public repository of structured organic reaction records. describe an organic reaction: reactants, conditions, products, and yield The reactants are [BH4-], CCO, CCN(CC1CCCC1)c1nc2cc(F)c(F)cc2cc1C=O, [Cl-], [NH4+], [Na+], O. The product is CCN(CC1CCCC1)c1nc2cc(F)c(F)cc2cc1CO. RXN SMILES: [BH4-:24].[CH3:29][CH2:30][OH:31].[CH:1]1([CH2:6][N:7]([CH2:8][CH3:9])[c:10]2[n:11][c:12]3[cH:13][c:14]([F:23])[c:15]([F:22])[cH:16][c:17]3[cH:18][c:19]2[CH:20]=[O:21])[CH2:2][CH2:3][CH2:4][CH2:5]1.[Cl-:26].[NH4+:27].[Na+:25].[OH2:28]>>[CH:1]1([CH2:6][N:7]([CH2:8][CH3:9])[c:10]2[n:11][c:12]3[cH:13][c:14]([F:23])[c:15]([F:22])[cH:16][c:17]3[cH:18][c:19]2[CH2:20][OH:21])[CH2:2][CH2:3][CH2:4][CH2:5]1. Starting materials: C(CC)C1CCC(CC1)/C=C/C1=CC=C(C=C1)C1=CCC2(OCCO2)CC1 (8-{4-[(E)-2-(4-propylcyclohexyl)ethenyl]phenyl}-1,4-dioxaspiro[4.5]dec-7-en), resulting solution. The reagents and catalysts are [Pd] (Pd/C), [Pd] (Pd/C). Run in C1(=CC=CC=C1)C (toluene), C(C)O (ethanol). Conditions: time 4 day. The product is C(CC)C1CCC(CC1)CCC1=CC=C(C=C1)C1CCC2(OCCO2)CC1 (8-{4-[2-(4-propylcyclohexyl)ethyl]phenyl}-1,4-dioxaspiro[4.5]decane). Yield: 71.4%. As a reaction SMILES: [CH2:1]([CH:4]1[CH2:9][CH2:8][CH:7](/[CH:10]=[CH:11]/[C:12]2[CH:17]=[CH:16][C:15]([C:18]3[CH2:27][CH2:26][C:21]4([O:25][CH2:24][CH2:23][O:22]4)[CH2:20][CH:19]=3)=[CH:14][CH:13]=2)[CH2:6][CH2:5]1)[CH2:2][CH3:3]>C1(C)C=CC=CC=1.C(O)C.[Pd]>[CH2:1]([CH:4]1[CH2:5][CH2:6][CH:7]([CH2:10][CH2:11][C:12]2[CH:13]=[CH:14][C:15]([CH:18]3[CH2:19][CH2:20][C:21]4([O:22][CH2:23][CH2:24][O:25]4)[CH2:26][CH2:27]3)=[CH:16][CH:17]=2)[CH2:8][CH2:9]1)[CH2:2][CH3:3]. Procedure details: The 8-{4-[(E)-2-(4-propylcyclohexyl)ethenyl]phenyl}-1,4-dioxaspiro[4.5]dec-7-en (6.1 g, 16.64 mmol) was dissolved in a mixture of toluene and ethanol (toluene:EtOH=1:3). Pd/C (0.14 g) was added to 200 mL of the resulting solution and hydrogenated for 4 days. After reaction, Pd/C was removed by filtration, and the residue was purified column chromatography (hexane:ether=8:1) to obtain 8-{4-[2-(4-propylcyclohexyl)ethyl]phenyl}-1,4-dioxaspiro[4.5]decane (4.40 g, 72%). Reactants: Nc1ccc(Br)cc1, [Cl-], [Cl-], Cl, O=C(Cl)c1c(F)cccc1F, [Zn+2]. Yields the product Nc1ccc(Br)cc1C(=O)c1c(F)cccc1F. As a reaction SMILES: [Br:1][c:2]1[cH:3][cH:4][c:5]([NH2:6])[cH:7][cH:8]1.[Cl-:20].[Cl-:22].[ClH:23].[F:9][c:10]1[c:11]([C:12](=[O:13])[Cl:14])[c:15]([F:19])[cH:16][cH:17][cH:18]1.[Zn+2:21]>>[Br:1][c:2]1[cH:3][c:4]([C:12]([c:11]2[c:10]([F:9])[cH:18][cH:17][cH:16][c:15]2[F:19])=[O:13])[c:5]([NH2:6])[cH:7][cH:8]1. Starting materials: C(C)(=O)OCC (ethyl acetate), NC=1C=C(C=CC1)N1C2=C(N=C(C1=O)CC1=CC=CC=C1)C=CC=N2 (4-(3-aminophenyl)-3-oxo-2-benzyl-3,4-dihydropyrido[2,3-b]pyrazine), C(C1=CC=CC=C1)S(=O)(=O)Cl (benzylsulfonyl chloride), N1=CC=CC=C1 (pyridine). Solvent: O (water), O1CCOCC1 (1,4-dioxane). Reaction conditions: temperature 80 celsius, time 2 hour. Yields the product C(C1=CC=CC=C1)S(=O)(=O)NC=1C=C(C=CC1)N1C2=C(N=C(C1=O)CC1=CC=CC=C1)C=CC=N2 (4-(3-benzylsulfonylaminophenyl)-3-oxo-2-benzyl-3,4-dihydropyrido[2,3-b]pyrazine). Yield: 22.2%. Reaction SMILES: [NH2:1][C:2]1[CH:3]=[C:4]([N:8]2[C:13](=[O:14])[C:12]([CH2:15][C:16]3[CH:21]=[CH:20][CH:19]=[CH:18][CH:17]=3)=[N:11][C:10]3[CH:22]=[CH:23][CH:24]=[N:25][C:9]2=3)[CH:5]=[CH:6][CH:7]=1.[CH2:26]([S:33](Cl)(=[O:35])=[O:34])[C:27]1[CH:32]=[CH:31][CH:30]=[CH:29][CH:28]=1.N1C=CC=CC=1.C(OCC)(=O)C>O1CCOCC1.O>[CH2:26]([S:33]([NH:1][C:2]1[CH:3]=[C:4]([N:8]2[C:13](=[O:14])[C:12]([CH2:15][C:16]3[CH:21]=[CH:20][CH:19]=[CH:18][CH:17]=3)=[N:11][C:10]3[CH:22]=[CH:23][CH:24]=[N:25][C:9]2=3)[CH:5]=[CH:6][CH:7]=1)(=[O:35])=[O:34])[C:27]1[CH:32]=[CH:31][CH:30]=[CH:29][CH:28]=1. Procedure details: To a mixture of 4-(3-aminophenyl)-3-oxo-2-benzyl-3,4-dihydropyrido[2,3-b]pyrazine (150 mg), benzylsulfonyl chloride (96 mg) and pyridine (0.04 ml) in 1,4-dioxane (3 ml) was stirred at 80° C. for 2 hours. The mixture was poured into a mixture of ethyl acetate and water. The organic phase was washed with water and brine, dried over magnesium sulfate, concentrated, and subjected to silica gel column chromatography (hexane-ethyl acetate 1:1) to afford 4-(3-benzylsulfonylaminophenyl)-3-oxo-2-benzyl-3... Reactants: CC(C)(C)ON, O=C([O-])[O-], CCOCC, Cl, O=C(O)CCOc1ccc(I)cc1, [Na+], [Na+], O, O=S(Cl)Cl. The product is CC(C)(C)ONC(=O)CCOc1ccc(I)cc1. Reaction SMILES: [C:15]([CH3:16])([CH3:17])([CH3:18])[O:19][NH2:20].[C:21](=[O:22])([O-:23])[O-:24].[CH2:31]([O:32][CH2:33][CH3:34])[CH3:35].[ClH:14].[I:1][c:2]1[cH:3][cH:4][c:5]([O:6][CH2:7][CH2:8][C:9](=[O:10])[OH:11])[cH:12][cH:13]1.[Na+:25].[Na+:26].[OH2:36].[S:27]([Cl:28])([Cl:29])=[O:30]>>[I:1][c:2]1[cH:3][cH:4][c:5]([O:6][CH2:7][CH2:8][C:9](=[O:11])[NH:20][O:19][C:15]([CH3:16])([CH3:17])[CH3:18])[cH:12][cH:13]1. Starting materials: BrC=1C=CC(=NC1)C(=O)NCC=1C=CC(=NC1)C1=CC(=NC=C1)F (5-bromo-N-((2′-fluoro-2,4′-bipyridin-5-yl)methyl)picolinamide), CN(C1=CC=C(C=N1)B(O)O)C (6-(dimethylamino)pyridin-3-ylboronic acid), C1(=CC=CC=C1)C (toluene), C(=O)([O-])[O-].[Na+].[Na+] (Na2CO3). Reagents/catalysts: C=1C=CC(=CC1)[P](C=2C=CC=CC2)(C=3C=CC=CC3)[Pd]([P](C=4C=CC=CC4)(C=5C=CC=CC5)C=6C=CC=CC6)([P](C=7C=CC=CC7)(C=8C=CC=CC8)C=9C=CC=CC9)[P](C=1C=CC=CC1)(C=1C=CC=CC1)C=1C=CC=CC1 (Pd(PPh3)4). The solvent is C(C)O (ethanol). Run at temperature 90 celsius, time 10 hour. The product is CN(C1=CC=C(C=N1)C=1C=NC(=CC1)C(=O)NCC=1C=CC(=NC1)C1=CC(=NC=C1)F)C (6′-(Dimethylamino)-N-((2′-fluoro-2,4′-bipyridin-5-yl)methyl)-3,3′-bipyridine-6-carboxamide). Reaction SMILES: Br[C:2]1[CH:3]=[CH:4][C:5]([C:8]([NH:10][CH2:11][C:12]2[CH:13]=[CH:14][C:15]([C:18]3[CH:23]=[CH:22][N:21]=[C:20]([F:24])[CH:19]=3)=[N:16][CH:17]=2)=[O:9])=[N:6][CH:7]=1.[CH3:25][N:26]([CH3:36])[C:27]1[N:32]=[CH:31][C:30](B(O)O)=[CH:29][CH:28]=1.C1(C)C=CC=CC=1.C([O-])([O-])=O.[Na+].[Na+]>C1C=CC([P]([Pd]([P](C2C=CC=CC=2)(C2C=CC=CC=2)C2C=CC=CC=2)([P](C2C=CC=CC=2)(C2C=CC=CC=2)C2C=CC=CC=2)[P](C2C=CC=CC=2)(C2C=CC=CC=2)C2C=CC=CC=2)(C2C=CC=CC=2)C2C=CC=CC=2)=CC=1.C(O)C>[CH3:25][N:26]([CH3:36])[C:27]1[N:32]=[CH:31][C:30]([C:2]2[CH:7]=[N:6][C:5]([C:8]([NH:10][CH2:11][C:12]3[CH:13]=[CH:14][C:15]([C:18]4[CH:23]=[CH:22][N:21]=[C:20]([F:24])[CH:19]=4)=[N:16][CH:17]=3)=[O:9])=[CH:4][CH:3]=2)=[CH:29][CH:28]=1 |f:3.4.5,^1:53,55,74,93|. Reported procedure: To a tube was added 5-bromo-N-((2′-fluoro-2,4′-bipyridin-5-yl)methyl)picolinamide 38-4 (38 mg, 0.10 mmol), 6-(dimethylamino)pyridin-3-ylboronic acid 38-5 (33 mg, 0.20 mmol), Pd(PPh3)4 (11 mg, 0.01 mmol), toluene (0.4 mL), ethanol (0.1 mL) and 2M Na2CO3 (0.15 mL). The reaction mixture was bubbled with nitrogen for 2 minutes and stirred at 90° C. for 10 hours with the tube sealed. After cooling to room temperature, the reaction mixture was diluted with ethyl acetate (100 mL) and washed with satura... Starting materials: C(C)(C)(C)OC(=O)N1CCN(CC1)C(=O)C1=C(N(C2=CC=CC=C12)C1=CC=CC=C1)OC1=C(C=CC(=C1)F)C (4-[2-(5-Fluoro-2-methyl-phenoxy)-1-phenyl-1H-indole-3-carbonyl]-piperazine-1-carboxylic acid tert-butyl ester), C(=O)(C(F)(F)F)O (TFA). The solvent is C(Cl)Cl (DCM). Reaction conditions: time 8 hour. Product: FC=1C=CC(=C(OC=2N(C3=CC=CC=C3C2C(=O)N2CCNCC2)C2=CC=CC=C2)C1)C ([2-(5-Fluoro-2-methyl-phenoxy)-1-phenyl-1H-indol-3-yl]-piperazin-1-yl-methanone), FC(C(=O)O)(F)F.FC=1C=CC(=C(OC=2N(C3=CC=CC=C3C2C(=O)N2CCNCC2)C2=CC=CC=C2)C1)C ([2-(5-fluoro-2-methyl-phenoxy)-1-phenyl-1H-indol-3-yl]-piperazin-1-yl-methanone trifluoroacetic acid salt). Reaction SMILES: C(OC([N:8]1[CH2:13][CH2:12][N:11]([C:14]([C:16]2[C:24]3[C:19](=[CH:20][CH:21]=[CH:22][CH:23]=3)[N:18]([C:25]3[CH:30]=[CH:29][CH:28]=[CH:27][CH:26]=3)[C:17]=2[O:31][C:32]2[CH:37]=[C:36]([F:38])[CH:35]=[CH:34][C:33]=2[CH3:39])=[O:15])[CH2:10][CH2:9]1)=O)(C)(C)C.[C:40]([OH:46])([C:42]([F:45])([F:44])[F:43])=[O:41]>C(Cl)Cl>[F:38][C:36]1[CH:35]=[CH:34][C:33]([CH3:39])=[C:32]([CH:37]=1)[O:31][C:17]1[N:18]([C:25]2[CH:26]=[CH:27][CH:28]=[CH:29][CH:30]=2)[C:19]2[C:24]([C:16]=1[C:14]([N:11]1[CH2:10][CH2:9][NH:8][CH2:13][CH2:12]1)=[O:15])=[CH:23][CH:22]=[CH:21][CH:20]=2.[F:43][C:42]([F:45])([F:44])[C:40]([OH:46])=[O:41].[F:38][C:36]1[CH:35]=[CH:34][C:33]([CH3:39])=[C:32]([CH:37]=1)[O:31][C:17]1[N:18]([C:25]2[CH:26]=[CH:27][CH:28]=[CH:29][CH:30]=2)[C:19]2[C:24]([C:16]=1[C:14]([N:11]1[CH2:10][CH2:9][NH:8][CH2:13][CH2:12]1)=[O:15])=[CH:23][CH:22]=[CH:21][CH:20]=2 |f:4.5|. Procedure: A solution of the compound of step 2 (23 mg, 43.4 μmol) in DCM (8 ml) and TFA (2 ml) was stirred at room temperature for 1 h. The solvents were evaporated and the resulting solid dissolved in MOH and water and lyophilized overnight. The title compound was obtained in the form of the [2-(5-fluoro-2-methyl-phenoxy)-1-phenyl-1H-indol-3-yl]-piperazin-1-yl-methanone trifluoroacetic acid salt as a white solid. Yield: 21.0 mg. The reactants are CC#N, CCOC(=O)C1=CCCCC1S(=O)(=O)Nc1ccc(F)cc1F, [Na+], [OH-]. The product is O=C([O-])C1=CCCCC1S(=O)(=O)Nc1ccc(F)cc1F, [Na+]. RXN SMILES: [CH3:26][C:27]#[N:28].[F:1][c:2]1[c:3]([NH:9][S:10](=[O:11])(=[O:12])[CH:13]2[CH2:14][CH2:15][CH2:16][CH:17]=[C:18]2[C:19](=[O:20])[O:21][CH2:22][CH3:23])[cH:4][cH:5][c:6]([F:8])[cH:7]1.[Na+:25].[OH-:24]>>[F:1][c:2]1[c:3]([NH:9][S:10](=[O:11])(=[O:12])[CH:13]2[CH2:14][CH2:15][CH2:16][CH:17]=[C:18]2[C:19](=[O:20])[O-:21])[cH:4][cH:5][c:6]([F:8])[cH:7]1.[Na+:25]. Reactants: O=C([O-])[O-], COc1cc(OC)nc(S(C)(=O)=O)n1, [K+], [K+], COC(=O)C(O)C(C)(N=[N+]=[N-])c1ccccc1, CN(C)C=O, O. Product: COC(=O)C(Oc1nc(OC)cc(OC)n1)C(C)(N=[N+]=[N-])c1ccccc1. As a reaction SMILES: [C:18](=[O:19])([O-:20])[O-:21].[CH3:24][O:25][c:26]1[n:27][c:28]([S:34]([CH3:35])(=[O:36])=[O:37])[n:29][c:30]([O:32][CH3:33])[cH:31]1.[K+:22].[K+:23].[N:1](=[N+:2]=[N-:3])[C:4]([CH:5]([C:6](=[O:7])[O:8][CH3:9])[OH:10])([CH3:11])[c:12]1[cH:13][cH:14][cH:15][cH:16][cH:17]1.[O:39]=[CH:40][N:41]([CH3:42])[CH3:43].[OH2:38]>>[N:1](=[N+:2]=[N-:3])[C:4]([CH:5]([C:6](=[O:7])[O:8][CH3:9])[O:10][c:28]1[n:27][c:26]([O:25][CH3:24])[cH:31][c:30]([O:32][CH3:33])[n:29]1)([CH3:11])[c:12]1[cH:13][cH:14][cH:15][cH:16][cH:17]1.